This data is from the Open Reaction Database (ORD), a public repository of structured organic reaction records. The task is: describe an organic reaction: reactants, conditions, products, and yield Reactants: O=C(Nc1ccn(Cc2ccc(CBr)cc2C(F)(F)F)n1)c1c(F)cccc1F, C1CCOC1, C[Si](C)(C)[N-][Si](C)(C)C, [Li+], c1c[nH]nn1. Yields the product O=C(Nc1ccn(Cc2ccc(Cn3nccn3)cc2C(F)(F)F)n1)c1c(F)cccc1F. RXN SMILES: [Br:16][CH2:17][c:18]1[cH:19][c:20]([C:41]([F:42])([F:43])[F:44])[c:21]([CH2:24][n:25]2[n:26][c:27]([NH:30][C:31]([c:32]3[c:33]([F:39])[cH:34][cH:35][cH:36][c:37]3[F:38])=[O:40])[cH:28][cH:29]2)[cH:22][cH:23]1.[CH2:45]1[O:46][CH2:47][CH2:48][CH2:49]1.[CH3:6][Si:7]([N-:8][Si:9]([CH3:10])([CH3:11])[CH3:12])([CH3:13])[CH3:14].[Li+:15].[nH:1]1[n:2][n:3][cH:4][cH:5]1>>[n:1]1[n:2]([CH2:17][c:18]2[cH:19][c:20]([C:41]([F:42])([F:43])[F:44])[c:21]([CH2:24][n:25]3[n:26][c:27]([NH:30][C:31]([c:32]4[c:33]([F:39])[cH:34][cH:35][cH:36][c:37]4[F:38])=[O:40])[cH:28][cH:29]3)[cH:22][cH:23]2)[n:3][cH:4][cH:5]1.